This data is from the Open Reaction Database (ORD), a public repository of structured organic reaction records. The task is: describe an organic reaction: reactants, conditions, products, and yield Starting materials: BrCCCN1C(C=2C(C1=O)=CC=CC2)=O (N-(3-bromopropyl)-phthalimide), CN(C)C=O (DMF), ice water, C(C=C)C(C(=O)OCC)C(=O)OCC (Diethyl allylmalonate), [H-].[Na+] (sodium hydride), CN(C)C=O (DMF). Run at time 5 minute. Yields the product C(C=C)C(C(=O)O)CCCN (2-allyl-5-aminopentanoic Acid). Reaction SMILES: [CH2:1]([CH:4]([C:10](OCC)=O)[C:5]([O:7]CC)=[O:6])[CH:2]=[CH2:3].[H-].[Na+].Br[CH2:18][CH2:19]CN1C(=O)C2=CC=CC=C2C1=O.C[N:33](C=O)C>>[CH2:10]([CH:4]([CH2:1][CH2:2][CH2:3][NH2:33])[C:5]([OH:7])=[O:6])[CH:18]=[CH2:19] |f:1.2|. Procedure: Diethyl allylmalonate was slowly added into a suspension of 1.1 eq. sodium hydride in DMF and stirred at RT for 5 minutes after addition. Then N-(3-bromopropyl)-phthalimide dissolved in DMF was added and the reaction mixture were stirred at 60° C. overnight. The solution was then slowly poured into 3 volumes of ice-water; alkylation product 2 precipitated, and the precipitate was collected by filtration. The filter cake was washed with water. HPLC analysis demonstrated that 2 was pure enough for... Reactants: N(=O)[O-].[Na+] (NaNO2), NC1=CC=C(C=N1)C1=CC=C(C=C1)[C@H](C)N1C(O[C@@](CC1)(CCCO)C1=CC=C(C=C1)F)=O ((R)-3-((S)-1-(4-(6-aminopyridin-3-yl)phenyl)ethyl)-6-(4-fluorophenyl)-6-(3-hydroxypropyl)-1,3-oxazinan-2-one), [OH-].[Na+] (NaOH). Run in OS(=O)(=O)O (H2SO4). Conditions: time 20 minute. Product: FC1=CC=C(C=C1)[C@]1(CCN(C(O1)=O)[C@@H](C)C1=CC=C(C=C1)C1=CNC(C=C1)=O)CCCO ((R)-6-(4-fluorophenyl)-6-(3-hydroxypropyl)-3-((S)-1-(4-(6-oxo-1,6-dihydropyridin-3-yl)phenyl)ethyl)-1,3-oxazinan-2-one). RXN SMILES: N[C:2]1[N:7]=[CH:6][C:5]([C:8]2[CH:13]=[CH:12][C:11]([C@@H:14]([N:16]3[CH2:21][CH2:20][C@@:19]([C:26]4[CH:31]=[CH:30][C:29]([F:32])=[CH:28][CH:27]=4)([CH2:22][CH2:23][CH2:24][OH:25])[O:18][C:17]3=[O:33])[CH3:15])=[CH:10][CH:9]=2)=[CH:4][CH:3]=1.N([O-])=[O:35].[Na+].[OH-].[Na+]>OS(O)(=O)=O>[F:32][C:29]1[CH:28]=[CH:27][C:26]([C@:19]2([CH2:22][CH2:23][CH2:24][OH:25])[O:18][C:17](=[O:33])[N:16]([C@H:14]([C:11]3[CH:12]=[CH:13][C:8]([C:5]4[CH:4]=[CH:3][C:2](=[O:35])[NH:7][CH:6]=4)=[CH:9][CH:10]=3)[CH3:15])[CH2:21][CH2:20]2)=[CH:31][CH:30]=1 |f:1.2,3.4|. Procedure: (R)-3-((S)-1-(4-(6-aminopyridin-3-yl)phenyl)ethyl)-6-(4-fluorophenyl)-6-(3-hydroxypropyl)-1,3-oxazinan-2-one (400 mg, 0.88 mmol.) was dissolved in 3.5 M H2SO4 (10 mL), and 2 M NaNO2 (6 mL) was added at 0° C. The reaction mixture was stirred at rt for 20 min. The reaction mixture was then treated with aqueous NaOH solution (8%), and extracted with CH2Cl2. The combined organic layer was washed with brine, dried over anhydrous Na2SO4, and concentrated to give crude product, which was purified by pr... Reactants: O=C([O-])[O-], CN(C)C=O, CC(C)N1CCNCC1, CS(=O)(=O)Nc1ccc2ccc3ncc(Cl)cc3c(=O)c2c1, [Cs+], [Cs+], O=C(C=Cc1ccccc1)C=Cc1ccccc1, O=C(C=Cc1ccccc1)C=Cc1ccccc1, O=C(C=Cc1ccccc1)C=Cc1ccccc1, [Pd], [Pd]. Product: CC(C)N1CCN(c2cnc3ccc4ccc(NS(C)(=O)=O)cc4c(=O)c3c2)CC1. Reaction SMILES: [C:23](=[O:24])([O-:25])[O-:26].[CH3:94][N:95]([CH3:96])[CH:97]=[O:98].[CH:29]([CH3:30])([CH3:31])[N:32]1[CH2:33][CH2:34][NH:35][CH2:36][CH2:37]1.[Cl:1][c:2]1[cH:3][c:4]2[c:5]([n:6][cH:7]1)[cH:8][cH:9][c:10]1[c:11]([c:12]2=[O:13])[cH:14][c:15]([NH:18][S:19](=[O:20])(=[O:21])[CH3:22])[cH:16][cH:17]1.[Cs+:27].[Cs+:28].[O:40]=[C:41]([CH:42]=[CH:43][c:44]1[cH:45][cH:46][cH:47][cH:48][cH:49]1)[CH:50]=[CH:51][c:52]1[cH:53][cH:54][cH:55][cH:56][cH:57]1.[O:58]=[C:59]([CH:60]=[CH:61][c:62]1[cH:63][cH:64][cH:65][cH:66][cH:67]1)[CH:68]=[CH:69][c:70]1[cH:71][cH:72][cH:73][cH:74][cH:75]1.[O:76]=[C:77]([CH:78]=[CH:79][c:80]1[cH:81][cH:82][cH:83][cH:84][cH:85]1)[CH:86]=[CH:87][c:88]1[cH:89][cH:90][cH:91][cH:92][cH:93]1.[Pd:38].[Pd:39]>>[c:2]1([N:35]2[CH2:34][CH2:33][N:32]([CH:29]([CH3:30])[CH3:31])[CH2:37][CH2:36]2)[cH:3][c:4]2[c:5]([n:6][cH:7]1)[cH:8][cH:9][c:10]1[c:11]([c:12]2=[O:13])[cH:14][c:15]([NH:18][S:19](=[O:20])(=[O:21])[CH3:22])[cH:16][cH:17]1. Reactants: O1C(CCCC1)OC[C@@H]1OC2(CC2)CC1 ((5R)-5-((tetrahydro-2H-pyran-2-yloxy)methyl)-4-oxaspiro[2.4]heptane), CC1=CC=C(C=C1)S(=O)(=O)[O-].C1=CC=[NH+]C=C1 (PPTS). Run in CO (MeOH). Conditions: temperature 40 celsius, time 8 hour. The product is OC[C@@H]1OC2(CC2)CC1 ((5R)-5-(hydroxymethyl)-4-oxaspiro[2.4]heptane). The yield is 89.4%. RXN SMILES: O1CCCCC1[O:7][CH2:8][C@H:9]1[CH2:15][CH2:14][C:11]2([CH2:13][CH2:12]2)[O:10]1.CC1C=CC(S([O-])(=O)=O)=CC=1.C1C=C[NH+]=CC=1>CO>[OH:7][CH2:8][C@H:9]1[CH2:15][CH2:14][C:11]2([CH2:13][CH2:12]2)[O:10]1 |f:1.2|. Procedure: To a mixture of (5R)-5-((tetrahydro-2H-pyran-2-yloxy)methyl)-4-oxaspiro[2.4]heptane (101 mg, 0.48 mmol) in 5 mL of MeOH was added PPTS (12.1 mg, 0.048 mol, Aldrich) at room temperature. The reaction mixture was stirred at 40° C. overnight and then concentrated in vacuo. The residue was purified by a silica gel column chromatography (CH2Cl2) to give the title compound as colorless oil (55 mg, 89%). Starting materials: F[B-](F)(F)F, C=CCCCNCc1ccc(C(C)(C)C)cc1, CCN(C(C)C)C(C)C, CN(C)C=O, O, CN(C)C(On1nnc2ccccc21)=[N+](C)C, O=C(O)c1cccc2cc[nH]c12. Yields the product C=CCCCN(Cc1ccc(C(C)(C)C)cc1)C(=O)c1cccc2cc[nH]c12. As a reaction SMILES: [B-:13]([F:14])([F:15])([F:16])[F:17].[C:44]([CH3:45])([CH3:46])([CH3:47])[c:48]1[cH:49][cH:50][c:51]([CH2:52][NH:53][CH2:54][CH2:55][CH2:56][CH:57]=[CH2:58])[cH:59][cH:60]1.[CH:35]([N:36]([CH2:37][CH3:38])[CH:39]([CH3:40])[CH3:41])([CH3:42])[CH3:43].[O:61]=[CH:62][N:63]([CH3:64])[CH3:65].[OH2:66].[n:18]1([O:19][C:20]([N:21]([CH3:22])[CH3:23])=[N+:24]([CH3:25])[CH3:26])[c:27]2[cH:28][cH:29][cH:30][cH:31][c:32]2[n:33][n:34]1.[nH:1]1[cH:2][cH:3][c:4]2[cH:5][cH:6][cH:7][c:8]([C:10](=[O:11])[OH:12])[c:9]12>>[nH:1]1[cH:2][cH:3][c:4]2[cH:5][cH:6][cH:7][c:8]([C:10](=[O:12])[N:53]([CH2:52][c:51]3[cH:50][cH:49][c:48]([C:44]([CH3:45])([CH3:46])[CH3:47])[cH:60][cH:59]3)[CH2:54][CH2:55][CH2:56][CH:57]=[CH2:58])[c:9]12. Starting materials: COC=1NC(=C(C(N1)C1=C(C(=CC=C1)Cl)Cl)C(=O)OC(C)C)C (1,4-dihydro-2-methoxy-6-methyl-4-(2,3-dichlorophenyl)-5-pyrimidinecarboxylic acid, 1-methylethyl ester), N1=CC=CC=C1 (pyridine), ClC(=O)OCC (ethyl chloroformate), crude material, Cl (hydrochloric acid). The solvent is ClCCl (dichloromethane), CO (methanol). Run at time 1 hour. Yields the product C(C)(C)OC(C)C (isopropyl ether), ClC1=C(C=CC=C1Cl)C1C(=C(NC(N1C(=O)OCC)=O)C)C(=O)OC(C)C (6-(2,3-dichlorophenyl)-3,6-dihydro-4-methyl-2-oxo-1,5(2H)-pyrimidinedicarboxylic acid, 1-ethyl 5-(1-methylethyl) ester). Reaction SMILES: C[O:2][C:3]1[NH:4][C:5]([CH3:23])=[C:6]([C:17]([O:19][CH:20]([CH3:22])[CH3:21])=[O:18])[CH:7]([C:9]2[CH:14]=[CH:13][CH:12]=[C:11]([Cl:15])[C:10]=2[Cl:16])[N:8]=1.N1C=CC=C[CH:25]=1.Cl[C:31]([O:33][CH2:34][CH3:35])=[O:32].Cl>ClCCl.CO>[CH:20]([O:19][CH:17]([CH3:6])[CH3:25])([CH3:21])[CH3:22].[Cl:16][C:10]1[C:11]([Cl:15])=[CH:12][CH:13]=[CH:14][C:9]=1[CH:7]1[N:8]([C:31]([O:33][CH2:34][CH3:35])=[O:32])[C:3](=[O:2])[NH:4][C:5]([CH3:23])=[C:6]1[C:17]([O:19][CH:20]([CH3:22])[CH3:21])=[O:18]. Procedure: A solution of 1,4-dihydro-2-methoxy-6-methyl-4-(2,3-dichlorophenyl)-5-pyrimidinecarboxylic acid, 1-methylethyl ester (1.2 g., 3.37 mmole) and pyridine (1.0 ml.) in dichloromethane (10 ml.) under argon is cooled to 0° and treated dropwise with ethyl chloroformate (0.4 ml., 4.04 mmole). After the addition is completed, the cooling bath is removed and the reaction is allowed to stir at room temperature for one hour. The solvent is then stripped off to provide a colorless solid. This crude material ... Starting materials: [Si](C)(C)(C(C)(C)C)OCC1=CC=CC(=N1)CCCN1CCOCC1 (4-{3-[6-(t-butyldimethylsilanyloxymethyl)pyridin-2-yl]propyl}morpholine), solution, CCCC[N+](CCCC)(CCCC)CCCC.[F-].C1CCOC1 (TBAF THF). Run in C1CCOC1 (THF). Conditions: time 2 hour. The product is N1(CCOCC1)CCCC1=CC=CC(=N1)CO ([6-(3-morpholin-4-ylpropyl)pyridin-2-yl]methanol). Isolated yield 96.6%. As a reaction SMILES: [Si]([O:8][CH2:9][C:10]1[N:15]=[C:14]([CH2:16][CH2:17][CH2:18][N:19]2[CH2:24][CH2:23][O:22][CH2:21][CH2:20]2)[CH:13]=[CH:12][CH:11]=1)(C(C)(C)C)(C)C.CCCC[N+](CCCC)(CCCC)CCCC.[F-].C1COCC1>C1COCC1>[N:19]1([CH2:18][CH2:17][CH2:16][C:14]2[N:15]=[C:10]([CH2:9][OH:8])[CH:11]=[CH:12][CH:13]=2)[CH2:24][CH2:23][O:22][CH2:21][CH2:20]1 |f:1.2.3|. Reported procedure: Then, to a solution of 760 mg of 4-{3-[6-(t-butyldimethylsilanyloxymethyl)pyridin-2-yl]propyl}morpholine in 4 mL of THF at ice temperature, 4.34 mL of a solution of TBAF/THF (1 mol/L) was added dropwise. After stirring the solution at room temperature for 2 hours, the solvent was removed, and the residue was purified by chromatography on silica gel (methylene chloride-ethanol=40:1) to give 495 mg of [6-(3-morpholin-4-ylpropyl)pyridin-2-yl]methanol. Procedure details: 350 mg (0.76 mmol) of 5-{[3-(3,4-bis-carboxymethylbenzyloxy)phenyl]ethylamino}-5-oxo-2-methylpentan-2-ol are dissolved in 10 ml of anhydrous THF and then 120 mg of lithium aluminium hydride (3.1 mmol) are added in two equal portions. After heating under reflux for 4 hours, the reaction medium is cooled and then sequentially treated with 120 l of water, 120 l of a 15% NaOH solution and then 360 l of water. After stirring for 1 hour, the reaction medium is filtered, concentrated and then purified ... Reaction conditions: time 1 hour. The reactants are O (water), C(=O)(O)CC=1C=C(COC=2C=C(C=CC2)CCNC(CCC(C)(O)C)=O)C=CC1CC(=O)O (5-{[3-(3,4-bis-carboxymethylbenzyloxy)phenyl]ethylamino}-5-oxo-2-methylpentan-2-ol), C1CCOC1 (THF), [H-].[Al+3].[Li+].[H-].[H-].[H-] (lithium aluminium hydride), O (water), [OH-].[Na+] (NaOH). RXN SMILES: [C:1]([CH2:4][C:5]1[CH:6]=[C:7]([CH:27]=CC=1CC(O)=O)[CH2:8][O:9][C:10]1[CH:11]=[C:12]([CH2:16][CH2:17][NH:18][C:19](=O)[CH2:20][CH2:21][C:22]([CH3:25])([OH:24])[CH3:23])[CH:13]=[CH:14][CH:15]=1)(O)=[O:2].[H-].[Al+3].[Li+].[H-].[H-].[H-].O.[OH-].[Na+].C1C[O:46][CH2:45][CH2:44]1>>[OH:46][CH2:45][C:44]1[CH:27]=[C:7]([CH:6]=[CH:5][C:4]=1[CH2:1][OH:2])[CH2:8][O:9][C:10]1[CH:11]=[C:12]([CH2:16][CH2:17][NH:18][CH2:19][CH2:20][CH2:21][C:22]([CH3:25])([OH:24])[CH3:23])[CH:13]=[CH:14][CH:15]=1 |f:1.2.3.4.5.6,8.9|. The product is OCC=1C=C(COC=2C=C(C=CC2)CCNCCCC(C)(O)C)C=CC1CO (5-{[3-(3,4-bis-Hydroxymethylbenzyloxy)phenyl]ethylamino}-2-methylpentan-2-ol).